Task: describe an organic reaction: reactants, conditions, products, and yield. Dataset: the Open Reaction Database (ORD), a public repository of structured organic reaction records Starting materials: BrC1=C(CBr)C=CC(=C1)F (2-bromo-4-fluorobenzyl bromide), [O-]CC.[Na+] (sodium ethoxide). The solvent is C(C)O (ethanol), O1CCCC1 (tetrahydrofuran). The product is BrC1=C(COCC)C=CC(=C1)F (ethyl 2-bromo-4-fluorobenzyl ether). RXN SMILES: [Br:1][C:2]1[CH:9]=[C:8]([F:10])[CH:7]=[CH:6][C:3]=1[CH2:4]Br.[O-:11][CH2:12][CH3:13].[Na+]>C(O)C.O1CCCC1>[Br:1][C:2]1[CH:9]=[C:8]([F:10])[CH:7]=[CH:6][C:3]=1[CH2:4][O:11][CH2:12][CH3:13] |f:1.2|. Reported procedure: By the method of Example 1, Step A, 10.9 g (0.041 mole) of 2-bromo-4-fluorobenzyl bromide and 18.2 ml of a 21% by weight solution of sodium ethoxide in ethanol were reacted in 50 ml of tetrahydrofuran, yielding 7.18 g of ethyl 2-bromo-4-fluorobenzyl ether. Reactants: NC(C(=O)O)C(C1=CC(=CC=C1)OC)C1=CC(=CC=C1)OC (2-amino-3,3-di(3-methoxyphenyl)propionic acid), COC1=NC(=NC(=C1)OC)S(=O)(=O)C (4,6-dimethoxy-2-methylsulfonylpyrimidine), C([O-])([O-])=O.[Na+].[Na+] (sodium carbonate), Cl (hydrochloric acid). Run in O (water), CN(C)C=O (DMF), C(C)(=O)OCC (ethyl acetate), O (Water). Run at temperature 80 celsius, time 10 hour. Product: COC=1C=C(C=CC1)C(C(C(=O)O)NC1=NC(=CC(=N1)OC)OC)C1=CC(=CC=C1)OC (3,3-Di(3-methoxyphenyl)-2-(4,6-dimethoxy-2-pyrimidinylamino)-propionic acid). Yield: 34.1%. RXN SMILES: [NH2:1][CH:2]([CH:6]([C:15]1[CH:20]=[CH:19][CH:18]=[C:17]([O:21][CH3:22])[CH:16]=1)[C:7]1[CH:12]=[CH:11][CH:10]=[C:9]([O:13][CH3:14])[CH:8]=1)[C:3]([OH:5])=[O:4].[CH3:23][O:24][C:25]1[CH:30]=[C:29]([O:31][CH3:32])[N:28]=[C:27](S(C)(=O)=O)[N:26]=1.C(=O)([O-])[O-].[Na+].[Na+].Cl>C(OCC)(=O)C.O.CN(C=O)C>[CH3:22][O:21][C:17]1[CH:16]=[C:15]([CH:6]([C:7]2[CH:12]=[CH:11][CH:10]=[C:9]([O:13][CH3:14])[CH:8]=2)[CH:2]([NH:1][C:27]2[N:28]=[C:29]([O:31][CH3:32])[CH:30]=[C:25]([O:24][CH3:23])[N:26]=2)[C:3]([OH:5])=[O:4])[CH:20]=[CH:19][CH:18]=1 |f:2.3.4|. Procedure: 2.20 g (7.3 mmol) of 2-amino-3,3-di(3-methoxyphenyl)propionic acid, 0.66 g (3.04 mmol) of 4,6-dimethoxy-2-methylsulfonylpyrimidine and 0.39 g (3.65 mmol) of sodium carbonate were introduced into a mixture of 16 ml of DMF and 16 ml of water and stirred at 80° C. for 10 hours. Water and ethyl acetate were then added to the reaction mixture. The aqueous phase was acidified with 6 normal hydrochloric acid and extracted three times with ethyl acetate. Drying with MgSO4 and concentration resulted in t...